Task: describe an organic reaction: reactants, conditions, products, and yield. Dataset: the Open Reaction Database (ORD), a public repository of structured organic reaction records Product: FC1=C(C=CC=C1)CCNC(=O)C(C)(OC1=CC=C(C=C1)C[C@@H](C(=O)O)OC)C ((2S)-3-(4-{1-[2-(2-fluoro-phenyl)-ethylcarbamoyl]-1-methyl-ethoxy}-phenyl)-2-methoxy-propionic acid). Procedure: The title compound was prepared from (2S)-3-[4-(1-carboxy-1-methyl-ethoxy)-phenyl]-2-methoxy-propionic acid ethyl ester (PREPARATION 5, step 2) and 2-(2-fluoro-phenyl)-ethylamine via the same procedure used for the preparation of (2S,1R)-2-ethoxy-3-(4-{1-[2-(4-phenoxy-phenyl)-ethylcarbamoyl]-ethoxy}-phenyl)-propionic acid (Example 1, step 3) to produce a colorless oil. MS (ES) for C22H26FNO5 [M−H]−: 402. The reactants are C(C)OC([C@H](CC1=CC=C(C=C1)OC(C)(C)C(=O)O)OC)=O ((2S)-3-[4-(1-carboxy-1-methyl-ethoxy)-phenyl]-2-methoxy-propionic acid ethyl ester), FC1=C(C=CC=C1)CCN (2-(2-fluoro-phenyl)-ethylamine), C(C)O[C@H](C(=O)O)CC1=CC=C(C=C1)O[C@H](C)C(NCCC1=CC=C(C=C1)OC1=CC=CC=C1)=O ((2S,1R)-2-ethoxy-3-(4-{1-[2-(4-phenoxy-phenyl)-ethylcarbamoyl]-ethoxy}-phenyl)-propionic acid). RXN SMILES: C([O:3][C:4](=[O:22])[C@@H:5]([O:20][CH3:21])[CH2:6][C:7]1[CH:12]=[CH:11][C:10]([O:13][C:14]([C:17]([OH:19])=O)([CH3:16])[CH3:15])=[CH:9][CH:8]=1)C.[F:23][C:24]1[CH:29]=[CH:28][CH:27]=[CH:26][C:25]=1[CH2:30][CH2:31][NH2:32].C(O[C@@H](CC1C=CC(O[C@@H](C(=O)NCCC2C=CC(OC3C=CC=CC=3)=CC=2)C)=CC=1)C(O)=O)C>>[F:23][C:24]1[CH:29]=[CH:28][CH:27]=[CH:26][C:25]=1[CH2:30][CH2:31][NH:32][C:17]([C:14]([CH3:15])([O:13][C:10]1[CH:9]=[CH:8][C:7]([CH2:6][C@H:5]([O:20][CH3:21])[C:4]([OH:3])=[O:22])=[CH:12][CH:11]=1)[CH3:16])=[O:19]. The reactants are NC=1SC=C(N1)C(C(=O)NC1[C@@H]2N(C(=CCS2)C(=O)OCC2=CC=C(C=C2)[N+](=O)[O-])C1=O)=NOC(C)C (4-nitrobenzyl 7-[2-(2-amino-4-thiazolyl)-2-isopropoxyiminoacetamido]-3-cephem-4-carboxylate), C(C)(=O)O (Acetic acid), Cl (hydrochloric acid). Reagents/catalysts: [Pd] (palladium on carbon). The solvent is O1CCCC1 (tetrahydrofuran), O (water). The product is NC=1SC=C(N1)C(C(=O)NC1[C@@H]2N(C(=CCS2)C(=O)O)C1=O)=NOC(C)C (7-[2-(2-amino-4-thiazolyl)-2 -isopropoxyiminoacetamido]-3-cephem-4-carboxylic acid). Isolated yield 21.3%. Reaction SMILES: C(O)(=O)C.[NH2:5][C:6]1[S:7][CH:8]=[C:9]([C:11](=[N:37][O:38][CH:39]([CH3:41])[CH3:40])[C:12]([NH:14][CH:15]2[C:35](=[O:36])[N:17]3[C:18]([C:22]([O:24]CC4C=CC([N+]([O-])=O)=CC=4)=[O:23])=[CH:19][CH2:20][S:21][C@H:16]23)=[O:13])[N:10]=1.Cl>[Pd].O.O1CCCC1>[NH2:5][C:6]1[S:7][CH:8]=[C:9]([C:11](=[N:37][O:38][CH:39]([CH3:41])[CH3:40])[C:12]([NH:14][CH:15]2[C:35](=[O:36])[N:17]3[C:18]([C:22]([OH:24])=[O:23])=[CH:19][CH2:20][S:21][C@H:16]23)=[O:13])[N:10]=1. Procedure details: Acetic acid (1 ml.) and a suspension of 10% palladium on carbon (2.0 g.) in water (8 ml) were added to a solution of 4-nitrobenzyl 7-[2-(2-amino-4-thiazolyl)-2-isopropoxyiminoacetamido]-3-cephem-4-carboxylate (syn isomer, 5.0 g.) in tetrahydrofuran (150 ml.), and the suspension was subjected to catalytic reduction at room temperature under ordinary pressure. After removing the catalyst by filtration, the filtrate was concentrated under reduced pressure. Ethylacetate (80 ml.) was added to the res... The reactants are C(=O)(O)[O-].[Na+] (NaHCO3), N=1C=CN2N=CC(=CC21)C2=CC(=NC=C2)O (4-Imidazo[1,2-b]pyridazin-7-yl-pyridin-2-ol), Cl.ClCCCN1CCCCC1 (1-(3-chloropropyl)piperidine monohydrochloride), [I-].[Na+] (sodium iodide). Conditions: temperature 60 celsius. Procedure details: 4-Imidazo[1,2-b]pyridazin-7-yl-pyridin-2-ol (1 eq, 0.17 mmol, 36 mg), 1-(3-chloropropyl)piperidine monohydrochloride (1.5 eq, 0.255 mmol, 52 mg) and sodium iodide (1.5 eq, 0.254 mmol, 37.9 mg) are dissolved in DMF (1 ml) and heated at 60° C. for 16 h to give a black solution. The reaction mixture is then poured into aq. sat. NaHCO3 and the organic phase is extracted with CH2Cl2. The organic phase is washed with brine, dried over MgSO4, filtered and evaporated to dryness to afford 4-imidazo[1,2-b... RXN SMILES: [N:1]1[CH:2]=[CH:3][N:4]2[C:9]=1[CH:8]=[C:7]([C:10]1[CH:15]=[CH:14][N:13]=[C:12]([OH:16])[CH:11]=1)[CH:6]=[N:5]2.Cl.Cl[CH2:19][CH2:20][CH2:21][N:22]1[CH2:27][CH2:26][CH2:25][CH2:24][CH2:23]1.[I-].[Na+].C([O-])(O)=O.[Na+]>CN(C=O)C>[N:1]1[CH:2]=[CH:3][N:4]2[C:9]=1[CH:8]=[C:7]([C:10]1[CH:15]=[CH:14][N:13]([CH2:19][CH2:20][CH2:21][N:22]3[CH2:27][CH2:26][CH2:25][CH2:24][CH2:23]3)[C:12](=[O:16])[CH:11]=1)[CH:6]=[N:5]2 |f:1.2,3.4,5.6|. Product: N=1C=CN2N=CC(=CC21)C2=CC(N(C=C2)CCCN2CCCCC2)=O (4-imidazo[1,2-b]pyridazin-7-yl-1-(3-piperidin-1-yl-propyl)-1H-pyridin-2-one). The solvent is CN(C)C=O (DMF). Yields the product C(C)N(CCNC(=O)C1=C(NC(=C1C)C=C1C(NC2=CC=CC(=C12)C1=CC(=CC=C1)Cl)=O)C)CC (5-[4-(3-chloro-phenyl)-2-oxo-1,2-dihydro-indol-3-ylidenemethyl]-2,4-dimethyl-1H-pyrrole-3-carboxylic acid (2-diethylamino-ethyl) amide). Starting materials: ClC=1C=C(C=CC1)C1=C2CC(NC2=CC=C1)=O (4-(3-chloro-phenyl)-1,3-dihydro-indol-2-one), C(C)N(CCNC(=O)C1=C(NC(=C1C)C=O)C)CC (5-formyl-2,4-dimethyl-1H-pyrrole-3-carboxylic acid (2-diethylamino-ethyl)-amide). The reagents and catalysts are N1CCCCC1 (piperidine). Reported procedure: To a solution of 4-(3-chloro-phenyl)-1,3-dihydro-indol-2-one (60.9 mg, 0.25 mmol) and 5-formyl-2,4-dimethyl-1H-pyrrole-3-carboxylic acid (2-diethylamino-ethyl)-amide (69.0 mg, 0.26 mmol) in ethanol (2 mL) was added piperidine (3 drops). The reaction mixture was stirred at room temperature for three days. The reaction solution was evaporated, and purified on a silica gel column eluting with MeOH —CH2Cl2 5:95 to provide pure product 5-[4-(3-chloro-phenyl)-2-oxo-1,2-dihydro-indol-3-ylidenemethyl]-2... Reaction SMILES: [Cl:1][C:2]1[CH:3]=[C:4]([C:8]2[CH:16]=[CH:15][CH:14]=[C:13]3[C:9]=2[CH2:10][C:11](=[O:17])[NH:12]3)[CH:5]=[CH:6][CH:7]=1.[CH2:18]([N:20]([CH2:35][CH3:36])[CH2:21][CH2:22][NH:23][C:24]([C:26]1[C:30]([CH3:31])=[C:29]([CH:32]=O)[NH:28][C:27]=1[CH3:34])=[O:25])[CH3:19]>C(O)C.N1CCCCC1>[CH2:35]([N:20]([CH2:18][CH3:19])[CH2:21][CH2:22][NH:23][C:24]([C:26]1[C:30]([CH3:31])=[C:29]([CH:32]=[C:10]2[C:9]3[C:13](=[CH:14][CH:15]=[CH:16][C:8]=3[C:4]3[CH:5]=[CH:6][CH:7]=[C:2]([Cl:1])[CH:3]=3)[NH:12][C:11]2=[O:17])[NH:28][C:27]=1[CH3:34])=[O:25])[CH3:36]. Solvent: C(C)O (ethanol). Isolated yield 59.5%. Conditions: time 3 day. Starting materials: COc1ccc(C(N)=O)c(N)c1, CCN=C=NCCCN(C)C, CC(C)c1csc(C(=O)O)n1, CN(C)C=O, O=C(O)CC(O)(CC(=O)O)C(=O)O. Yields the product COc1ccc(C(N)=O)c(NC(=O)c2nc(C(C)C)cs2)c1. RXN SMILES: [CH3:1][O:2][c:3]1[cH:4][c:5]([NH2:12])[c:6]([C:7](=[O:8])[NH2:9])[cH:10][cH:11]1.[CH3:24][CH2:25][N:26]=[C:27]=[N:28][CH2:29][CH2:30][CH2:31][N:32]([CH3:33])[CH3:34].[CH:13]([CH3:14])([CH3:15])[c:16]1[n:17][c:18]([C:21](=[O:22])[OH:23])[s:19][cH:20]1.[O:48]=[CH:49][N:50]([CH3:51])[CH3:52].[OH:35][C:36]([CH2:37][C:38]([C:39](=[O:40])[OH:41])([CH2:42][C:43](=[O:44])[OH:45])[OH:46])=[O:47]>>[CH3:1][O:2][c:3]1[cH:4][c:5]([NH:12][C:21]([c:18]2[n:17][c:16]([CH:13]([CH3:14])[CH3:15])[cH:20][s:19]2)=[O:22])[c:6]([C:7](=[O:8])[NH2:9])[cH:10][cH:11]1. Starting materials: ( 11 ), ( 100 ), Cl.OC(CNC(CC1=CC=C(C=C1)OC)(C)C)COC1=CC=C(C=C1)Cl (N-[2-Hydroxy-3-(4-chlorophenoxy)propyl]-1,1-dimethyl-2-(4-methoxypheny)ethylamine Hydrochloride), Cl.OC(CNC(CC1=CC=C(C=C1)OC)(C)C)COC1=CC=C(C=C1)Cl (N-[2-Hydroxy-3-(4-chlorophenoxy)propyl]-1,1-dimethyl-2-(4-methoxypheny)ethylamine Hydrochloride), Cl.OC(CNC(CC1=CC=C(C=C1)OC)(C)C)COC1=CC=C(C=C1)C(C)(C)C (N-[2-Hydroxy-3-(4-t-butylphenoxy)propyl]-1,1-dimethyl-2-(4-methoxyphenyl)ethylamine Hydrochloride), ( 9 ), OC(CNC(CC1=CC=C(C=C1)OC)(C)C)COCCCCCCCC (N-(2-Hydroxy-3-octanoxypropyl)-1,1-dimethyl-2-(4-methoxyphenyl)ethylamine), ( 10 ). The product is Cl.OC(CNC(CC1=CC=C(C=C1)OC)(C)C)COC1=C(C=C(C=C1)Cl)Cl (N-[2-hydroxy-3-(2,4-dichlorophenoxy)propyl]-1,1-dimethyl-2-(4-methoxyphenyl)ethylamine Hydrochloride). As a reaction SMILES: OC(COCCCCCCCC)CNC(C)(C)CC1C=CC(OC)=CC=1.[ClH:27].[OH:28][CH:29]([CH2:44][O:45][C:46]1[CH:51]=[CH:50][C:49]([Cl:52])=[CH:48][CH:47]=1)[CH2:30][NH:31][C:32]([CH3:43])([CH3:42])[CH2:33][C:34]1[CH:39]=[CH:38][C:37]([O:40][CH3:41])=[CH:36][CH:35]=1.Cl.OC(COC1C=CC(C(C)(C)C)=CC=1)CNC(C)(C)CC1C=CC(OC)=CC=1>>[ClH:52].[OH:28][CH:29]([CH2:44][O:45][C:46]1[CH:47]=[CH:48][C:49]([Cl:52])=[CH:50][C:51]=1[Cl:27])[CH2:30][NH:31][C:32]([CH3:43])([CH3:42])[CH2:33][C:34]1[CH:35]=[CH:36][C:37]([O:40][CH3:41])=[CH:38][CH:39]=1 |f:1.2,3.4,5.6|. Reported procedure: GC/EI-MS, m/z (rel. int.) 382 (M-15,1), 280 (11), 279 (9), 278 (65), 277 (5), 276 (100), 163 (10), 161 (6), 132 (5). Starting materials: 6.2, C(C)(C)(C)OC(=O)N1N=C(C2=CC(=CC=C12)NC(=O)NCCC1=CC(=CC=C1)OC)N (tert-butyl-3-amino-5-{3-[2-(3-methoxyphenyl)ethyl]-ureido}indazole-1-carboxylate). Run in Cl.O1CCOCC1 (HCl dioxane). Yields the product NC1=NNC2=CC=C(C=C12)NC(=O)NCCC1=CC(=CC=C1)OC (1-(3-amino-1H-indazol-5-yl)-3-[2-(3-methoxyphenyl)ethyl]-urea). As a reaction SMILES: C(OC([N:8]1[C:16]2[C:11](=[CH:12][C:13]([NH:17][C:18]([NH:20][CH2:21][CH2:22][C:23]3[CH:28]=[CH:27][CH:26]=[C:25]([O:29][CH3:30])[CH:24]=3)=[O:19])=[CH:14][CH:15]=2)[C:10]([NH2:31])=[N:9]1)=O)(C)(C)C>Cl.O1CCOCC1>[NH2:31][C:10]1[C:11]2[C:16](=[CH:15][CH:14]=[C:13]([NH:17][C:18]([NH:20][CH2:21][CH2:22][C:23]3[CH:28]=[CH:27][CH:26]=[C:25]([O:29][CH3:30])[CH:24]=3)=[O:19])[CH:12]=2)[NH:8][N:9]=1 |f:1.2|. Procedure: 6.2 700 mg of tert-butyl-3-amino-5-{3-[2-(3-methoxyphenyl)ethyl]-ureido}indazole-1-carboxylate (1.6 mmol) are stirred for 16 hours with 10 ml of HCl/dioxane (4 M). The batch is concentrated and evaporated three times with 10 ml of toluene each time in a rotary evaporator. The residue is purified by column chromatography on silica gel (eluent: dichloromethane:methanol 9:1). Drying gives 120 mg of “A20” (22%), MS-FAB (M+H+)=326, Starting materials: OCC=1NC2=CC=C(C=C2C1)C=O (2-hydroxymethyl-1H-indole-5-carbaldehyde), NC1=C(C(=O)N)C(=CC(=C1)OC)OC (2-amino-4,6-dimethoxy-benzamide), S(=O)(O)[O-].[Na+] (sodium hydrogen sulfite), C1(=CC=C(C=C1)S(=O)(=O)O)C (p-toluenesulfonic acid). Solvent: CN(C(C)=O)C (N,N-dimethylacetamide). Reaction conditions: temperature 120 celsius, time 16 hour. The product is OCC=1NC2=CC=C(C=C2C1)C1=NC2=CC(=CC(=C2C(N1)=O)OC)OC (2-(2-(Hydroxymethyl)-1H-indol-5-yl)-5,7-dimethoxyquinazolin-4(3H)-one). Reaction SMILES: [OH:1][CH2:2][C:3]1[NH:4][C:5]2[C:10]([CH:11]=1)=[CH:9][C:8]([CH:12]=O)=[CH:7][CH:6]=2.[NH2:14][C:15]1[CH:23]=[C:22]([O:24][CH3:25])[CH:21]=[C:20]([O:26][CH3:27])[C:16]=1[C:17]([NH2:19])=[O:18].S([O-])(O)=O.[Na+].C1(C)C=CC(S(O)(=O)=O)=CC=1>CN(C)C(=O)C>[OH:1][CH2:2][C:3]1[NH:4][C:5]2[C:10]([CH:11]=1)=[CH:9][C:8]([C:12]1[NH:19][C:17](=[O:18])[C:16]3[C:15](=[CH:23][C:22]([O:24][CH3:25])=[CH:21][C:20]=3[O:26][CH3:27])[N:14]=1)=[CH:7][CH:6]=2 |f:2.3|. Procedure: To a solution of 2-hydroxymethyl-1H-indole-5-carbaldehyde (90 mg, 0.51 mmol) and 2-amino-4,6-dimethoxy-benzamide (0.15 g, 0.77 mmol) in N,N-dimethylacetamide (5 mL) were added sodium hydrogen sulfite (58.5 wt %) (0.14 g, 0.77 mmol) and p-toluenesulfonic acid (20 mg, 0.10 mmol). The reaction mixture was stirred at 120° C. for 16 hours under nitrogen, cooled to room temperature, and concentrated under reduced pressure. Water (20 mL) was added. The separated solid was filtered, washed with water (2... The reactants are BrC1=C(C=C(C=C1)[N+](=O)[O-])C(C)=O (1-(2-Bromo-5-nitro-phenyl)-ethanone), C(C)OC(=O)C1=CC2=C(N(C(=N2)C2=CC(=C(C=C2)N)C=O)C2CCCCC2)C=C1 (2-(4-amino-3-formyl-phenyl)-1-cyclohexyl-1H-benzoimidazole-5-carboxylic acid ethyl ester), C(C)O (ethanol), Cl (hydrochloric acid), [OH-].[K+] (KOH). Conditions: temperature 75 celsius, time 8 hour. Yields the product C1(CCCCC1)N1C(=NC2=C1C=CC(=C2)C(=O)O)C=2C=C1C=CC(=NC1=CC2)C2=C(C=CC(=C2)[N+](=O)[O-])OCC (1-cyclohexyl-2-[2-(2-ethoxy-5-nitro-phenyl)-quinolin-6-yl]-1H-benzoimidazole-5-carboxylic acid). Reaction SMILES: Br[C:2]1[CH:7]=[CH:6][C:5]([N+:8]([O-:10])=[O:9])=[CH:4][C:3]=1[C:11](=O)[CH3:12].C([O:16][C:17]([C:19]1[CH:42]=[CH:41][C:22]2[N:23]([CH:35]3[CH2:40][CH2:39][CH2:38][CH2:37][CH2:36]3)[C:24]([C:26]3[CH:31]=[CH:30][C:29]([NH2:32])=[C:28]([CH:33]=O)[CH:27]=3)=[N:25][C:21]=2[CH:20]=1)=[O:18])C.[OH-].[K+].Cl.[CH2:46]([OH:48])[CH3:47]>>[CH:35]1([N:23]2[C:22]3[CH:41]=[CH:42][C:19]([C:17]([OH:16])=[O:18])=[CH:20][C:21]=3[N:25]=[C:24]2[C:26]2[CH:27]=[C:28]3[C:29](=[CH:30][CH:31]=2)[N:32]=[C:11]([C:3]2[CH:4]=[C:5]([N+:8]([O-:10])=[O:9])[CH:6]=[CH:7][C:2]=2[O:48][CH2:46][CH3:47])[CH:12]=[CH:33]3)[CH2:40][CH2:39][CH2:38][CH2:37][CH2:36]1 |f:2.3|. Reported procedure: 1-(2-Bromo-5-nitro-phenyl)-ethanone (61 mg, 0.25 mmol) prepared similarly to the procedure described in Meisenheimer, J., Zimmermann P., and v. Kummer, U. Ann. der. Chem. 446, pp. 205-228) and 2-(4-amino-3-formyl-phenyl)-1-cyclohexyl-1H-benzoimidazole-5-carboxylic acid ethyl ester (98 mg, 0.25 mmol) were dissolved in 500 μL ethanol and 500 μL 10% ethanolic KOH were added. The reaction was stirred at 75° C. overnight. The reaction was acidified with 4N hydrochloric acid, extracted three times wit...